Dataset: the Open Reaction Database (ORD), a public repository of structured organic reaction records. Task: describe an organic reaction: reactants, conditions, products, and yield The reactants are COC(C(=O)N1C(C[C@H]1SC(C)=O)=O)=O (2-[(4R)-4-acetylthio-2-oxoazetidin-1-yl]-2-oxoacetic acid methyl ester), C(C)(=O)OC (methyl acetate), O (water). The solvent is CO (methanol). Run at time 20 hour. Yields the product C(C)(=O)S[C@@H]1CC(N1)=O ((4R)-4-Acetylthio-2-oxoazetidine). Reaction SMILES: COC(=O)C([N:6]1[C@H:9]([S:10][C:11](=[O:13])[CH3:12])[CH2:8][C:7]1=[O:14])=O.C(OC)(=O)C.O>CO>[C:11]([S:10][C@H:9]1[NH:6][C:7](=[O:14])[CH2:8]1)(=[O:13])[CH3:12]. Procedure: A solution of 140 mg of 2-[(4R)-4-acetylthio-2-oxoazetidin-1-yl]-2-oxoacetic acid methyl ester (crude product) in a mixture of 20 ml of methanol, 2 ml of methyl acetate and 0.4 ml of water is allowed to stand for 20 hours at room temperature, concentrated in vacuo and evaporated again with benzene. The residue is chromatographed over silica gel thick layer plates with toluene/ethyl acetate (2:1) and yields the title compound. Starting materials: CN1C(=O)C(N)=C(C#N)C1=O, S=P12SP3(=S)SP(=S)(S1)SP(=S)(S2)S3. Yields the product CN1C(=O)C(N)=C(C(N)=S)C1=O. Reaction SMILES: [NH2:15][C:16]1=[C:17]([C:24]#[N:25])[C:18](=[O:19])[N:20]([CH3:23])[C:21]1=[O:22].[P:1]12(=[S:2])[S:3][P:4]3(=[S:14])[S:5][P:6](=[S:12])([S:7][P:8](=[S:11])([S:9]3)[S:10]1)[S:13]2>>[S:2]=[C:24]([C:17]1=[C:16]([NH2:15])[C:21](=[O:22])[N:20]([CH3:23])[C:18]1=[O:19])[NH2:25]. Starting materials: CCCBr, OCc1c(F)cc(O)cc1Cl. Yields the product CCCOc1cc(F)c(CO)c(Cl)c1. As a reaction SMILES: [CH2:12]([CH2:13][CH3:14])[Br:15].[Cl:1][c:2]1[cH:3][c:4]([OH:11])[cH:5][c:6]([F:10])[c:7]1[CH2:8][OH:9]>>[Cl:1][c:2]1[cH:3][c:4]([O:11][CH2:12][CH2:13][CH3:14])[cH:5][c:6]([F:10])[c:7]1[CH2:8][OH:9].